From a dataset of the Open Reaction Database (ORD), a public repository of structured organic reaction records. describe an organic reaction: reactants, conditions, products, and yield The reactants are CC1=C(C=CC=C1)N1C=CC=2C(=NC=3C(=CC=CC3C21)OCC(F)(F)F)Cl (1-(2-Methylphenyl)-4-chloro-6-β,β,β-trifluoroethoxypyrrolo[3,2-c]quinoline). Solvent: NCCCCO (4-amino-1-butanol). Conditions: temperature 180 celsius. Product: CC1=C(C=CC=C1)N1C=CC=2C(=NC=3C(=CC=CC3C21)OCC(F)(F)F)NCCCCO (1-(2-methylphenyl)-4-[(4-hydroxybutyl)amino]-6-β,β,β-trifluoroethoxypyrrolo[3,2-c]quinoline). Yield: 138.0%. Reaction SMILES: [CH3:1][C:2]1[CH:7]=[CH:6][CH:5]=[CH:4][C:3]=1[N:8]1[C:20]2[C:19]3[CH:18]=[CH:17][CH:16]=[C:15]([O:21][CH2:22][C:23]([F:26])([F:25])[F:24])[C:14]=3[N:13]=[C:12](Cl)[C:11]=2[CH:10]=[CH:9]1>NCCCCO>[CH3:1][C:2]1[CH:7]=[CH:6][CH:5]=[CH:4][C:3]=1[N:8]1[C:20]2[C:19]3[CH:18]=[CH:17][CH:16]=[C:15]([O:21][CH2:22][C:23]([F:26])([F:25])[F:24])[C:14]=3[N:13]=[C:12]([NH:8][CH2:20][CH2:19][CH2:14][CH2:15][OH:21])[C:11]=2[CH:10]=[CH:9]1. Procedure: 1-(2-Methylphenyl)-4-chloro-6-β,β,β-trifluoroethoxypyrrolo[3,2-c]quinoline(600 mg, 1.5 mmol), prepared by the procedures of Step 1 and Step 2 in the Example 34, was added in 4-amino-1-butanol(10 ml) in the pressure tube, and refluxed at 180° C. for 3 hours. After removing the excess 4-amino-butanol by distillation under reduced pressure, the residue was diluted in dichloromethane(20 ml), and washed with water(15 ml) for 3 times. The organic layer was dried over anhydrous magnesium sulfate, filte... The reactants are ice water, ON=C(C1=CC2=C(B(OC2(C)C)O)C=C1)Cl (N,1-dihydroxy-3,3-dimethyl-1,3-dihydrobenzo[c][1,2]oxa-borole-5-carbimidoyl chloride), ClC1=C(C(=CC(=C1)C(=C)C(F)(F)F)Cl)OC (1,3-dichloro-2-methoxy-5-(3,3,3-trifluoroprop-1-en-2-yl)benzene), TEA. Solvent: CN(C)C=O (DMF). Reaction conditions: time 12 hour. The product is ClC=1C=C(C=C(C1OC)Cl)C1(CC(=NO1)C1=CC2=C(B(OC2(C)C)O)C=C1)C(F)(F)F (5-(5-(3,5-dichloro-4-methoxyphenyl)-5-(trifluoromethyl)-4,5-dihydroisoxazol-3-yl)-3,3-dimethylbenzo[c][1,2]oxaborol-1(3H)-ol). Isolated yield 18.9%. Reaction SMILES: [OH:1][N:2]=[C:3](Cl)[C:4]1[CH:15]=[CH:14][C:7]2[B:8]([OH:13])[O:9][C:10]([CH3:12])([CH3:11])[C:6]=2[CH:5]=1.[Cl:17][C:18]1[CH:23]=[C:22]([C:24]([C:26]([F:29])([F:28])[F:27])=[CH2:25])[CH:21]=[C:20]([Cl:30])[C:19]=1[O:31][CH3:32]>CN(C=O)C>[Cl:17][C:18]1[CH:23]=[C:22]([C:24]2([C:26]([F:29])([F:27])[F:28])[O:1][N:2]=[C:3]([C:4]3[CH:15]=[CH:14][C:7]4[B:8]([OH:13])[O:9][C:10]([CH3:12])([CH3:11])[C:6]=4[CH:5]=3)[CH2:25]2)[CH:21]=[C:20]([Cl:30])[C:19]=1[O:31][CH3:32]. Procedure: To a solution of crude compound N,1-dihydroxy-3,3-dimethyl-1,3-dihydrobenzo[c][1,2]oxa-borole-5-carbimidoyl chloride (0.29 g, 1.23 mmol) and 1,3-dichloro-2-methoxy-5-(3,3,3-trifluoroprop-1-en-2-yl)benzene (0.4 g, 1.48 mmol) in DMF (10 mL) at rt was added TEA (0.51 mL, 3.67 mmol). The reaction mixture was stirred for 12 h, poured into ice-water and extracted with EA. The organic layer was washed with brine, dried over Na2SO4, filtered and concentrated under reduced pressure. The residue was purif...